This data is from the Open Reaction Database (ORD), a public repository of structured organic reaction records. The task is: describe an organic reaction: reactants, conditions, products, and yield Reactants: CC(=O)C(C)(C)C, CCOC(=O)C(=O)OCC, CCO, Cl, [Na]. The product is CCOC(=O)CC(=O)C(C)(C)C. As a reaction SMILES: [C:12]([CH3:13])([CH3:14])([CH3:15])[C:16](=[O:17])[CH3:18].[CH2:2]([O:3][C:5](=[O:4])[C:6](=[O:7])[O:8][CH2:9][CH3:10])[CH3:11].[CH3:20][CH2:21][OH:22].[ClH:19].[Na:1]>>[CH2:5]([C:6](=[O:7])[O:8][CH2:9][CH3:10])[C:16]([C:12]([CH3:13])([CH3:14])[CH3:15])=[O:17]. Reactants: B(Br)(Br)Br (boron tribromide), C(C)(=O)C1=C(C(=C(OCCCOC=2C=C(C=CC2)NC(C(=O)OC)=O)C=C1)CCC(F)(F)F)OC (methyl N-{{3-{3-[4-acetyl-3-methoxy-2-(3,3,3-trifluoropropyl)-phenoxy]-propoxy}-phenyl}}-oxamate), O (water). The solvent is C(Cl)Cl (methylene chloride). Reaction conditions: time 6 hour. Product: C(C)(=O)C1=C(C(=C(OCCCOC=2C=C(C=CC2)NC(C(=O)OC)=O)C=C1)CCC(F)(F)F)O (methyl N-{{3-{3-[4-acetyl-3-hydroxy-2-(3,3,3-trifluoropropyl)-phenoxy]-propoxy}-phenyl}}-oxamate). As a reaction SMILES: B(Br)(Br)Br.[C:5]([C:8]1[CH:31]=[CH:30][C:11]([O:12][CH2:13][CH2:14][CH2:15][O:16][C:17]2[CH:18]=[C:19]([NH:23][C:24](=[O:29])[C:25]([O:27][CH3:28])=[O:26])[CH:20]=[CH:21][CH:22]=2)=[C:10]([CH2:32][CH2:33][C:34]([F:37])([F:36])[F:35])[C:9]=1[O:38]C)(=[O:7])[CH3:6].O>C(Cl)Cl>[C:5]([C:8]1[CH:31]=[CH:30][C:11]([O:12][CH2:13][CH2:14][CH2:15][O:16][C:17]2[CH:18]=[C:19]([NH:23][C:24](=[O:29])[C:25]([O:27][CH3:28])=[O:26])[CH:20]=[CH:21][CH:22]=2)=[C:10]([CH2:32][CH2:33][C:34]([F:36])([F:35])[F:37])[C:9]=1[OH:38])(=[O:7])[CH3:6]. Procedure details: 3.0 g of boron tribromide are added dropwise to a solution, cooled to -78° C., of 2.2 g of methyl N-{{3-{3-[4-acetyl-3-methoxy-2-(3,3,3-trifluoropropyl)-phenoxy]-propoxy}-phenyl}}-oxamate in 20 ml of methylene chloride in the course of 5 minutes. The mixture is then stirred at room temperature for 6 hours. 5 ml of water are added, with cooling, and the organic phase is separated off and evaporated under reduced pressure. Recrystallisation from methylene chloride/ether gives methyl N-{{3-{3-[4-ac...